From a dataset of the Open Reaction Database (ORD), a public repository of structured organic reaction records. describe an organic reaction: reactants, conditions, products, and yield Starting materials: [N+](=O)([O-])C1=C(C=C(C=C1)C1(CCC1)C(=O)OCC)OCC(F)(F)F (ethyl 1-(4-nitro-3-(2,2,2-trifluoroethoxy)phenyl)cyclobutanecarboxylate). The reagents and catalysts are [OH-].[OH-].[Pd+2] (Pd(OH)2). The solvent is CO (MeOH). Reaction conditions: time 6 hour. Yields the product NC1=C(C=C(C=C1)C1(CCC1)C(=O)OCC)OCC(F)(F)F (ethyl 1-(4-amino-3-(2,2,2-trifluoroethoxy)phenyl)cyclobutanecarboxylate). The yield is 97.3%. RXN SMILES: [N+:1]([C:4]1[CH:9]=[CH:8][C:7]([C:10]2([C:14]([O:16][CH2:17][CH3:18])=[O:15])[CH2:13][CH2:12][CH2:11]2)=[CH:6][C:5]=1[O:19][CH2:20][C:21]([F:24])([F:23])[F:22])([O-])=O>CO.[OH-].[OH-].[Pd+2]>[NH2:1][C:4]1[CH:9]=[CH:8][C:7]([C:10]2([C:14]([O:16][CH2:17][CH3:18])=[O:15])[CH2:13][CH2:12][CH2:11]2)=[CH:6][C:5]=1[O:19][CH2:20][C:21]([F:22])([F:23])[F:24] |f:2.3.4|. Reported procedure: To a stirred solution of ethyl 1-(4-nitro-3-(2,2,2-trifluoroethoxy)phenyl)cyclobutanecarboxylate (900 mg), in dry MeOH (50 mL), Pd(OH)2 (400 mg) was added and the mixture reduced under an atmosphere of H2 for 6 h at room temperature. The mixture was filtered through a pad of Celite™ washing with MeOH, the combined filtrates were concentrated under reduced pressure to yield ethyl 1-(4-amino-3-(2,2,2-trifluoroethoxy)phenyl)cyclobutanecarboxylate (800 mg) as a thick liquid. Starting materials: CC(N)C(Cc1ccc(O)cc1)c1cccc(C#N)c1, CCN=C=NCCCN(C)C, Cc1ccc(OC(C)(C)C(=O)O)nc1, CC#N, Cl, Cl, c1ccncc1. Product: Cc1ccc(OC(C)(C)C(=O)NC(C)C(Cc2ccc(O)cc2)c2cccc(C#N)c2)nc1. RXN SMILES: [C:2](#[N:3])[c:4]1[cH:5][c:6]([CH:10]([CH:11]([CH3:12])[NH2:13])[CH2:14][c:15]2[cH:16][cH:17][c:18]([OH:21])[cH:19][cH:20]2)[cH:7][cH:8][cH:9]1.[CH2:37]([N:38]=[C:39]=[N:40][CH2:41][CH2:42][CH2:43][N:44]([CH3:45])[CH3:46])[CH3:47].[CH3:22][C:23]([C:24](=[O:25])[OH:26])([CH3:27])[O:28][c:29]1[n:30][cH:31][c:32]([CH3:35])[cH:33][cH:34]1.[CH3:54][C:55]#[N:56].[ClH:1].[ClH:36].[cH:48]1[cH:49][cH:50][n:51][cH:52][cH:53]1>>[C:2](#[N:3])[c:4]1[cH:5][c:6]([CH:10]([CH:11]([CH3:12])[NH:13][C:24]([C:23]([CH3:22])([CH3:27])[O:28][c:29]2[n:30][cH:31][c:32]([CH3:35])[cH:33][cH:34]2)=[O:25])[CH2:14][c:15]2[cH:16][cH:17][c:18]([OH:21])[cH:19][cH:20]2)[cH:7][cH:8][cH:9]1. Starting materials: O=CC(=O)O, CC(=O)[O-], NCCc1c[nH]c2ccc(Cl)cc12, Cl, [Na+], O. Yields the product Clc1ccc2[nH]c3c(c2c1)CCNC3. RXN SMILES: [C:15]([OH:16])(=[O:17])[CH:18]=[O:19].[C:20]([O-:21])(=[O:22])[CH3:23].[Cl:2][c:3]1[cH:4][cH:5][c:6]2[nH:7][cH:8][c:9]([CH2:10][CH2:11][NH2:12])[c:13]2[cH:14]1.[ClH:1].[Na+:24].[OH2:25]>>[Cl:2][c:3]1[cH:4][cH:5][c:6]2[nH:7][c:8]3[c:9]([c:13]2[cH:14]1)[CH2:10][CH2:11][NH:12][CH2:15]3. Starting materials: CC=1C=CC(=NC1)C=1C=C(C(=O)OC(C)(C)C)C=C(C1)C1=NOC2(CCC2)C1 (tert-butyl 3-(5-methylpyridin-2-yl)-5-(5-oxa-6-azaspiro[3.4]oct-6-en-7-yl)benzoate), Cl (hydrogen chloride). The solvent is ClCCl (dichloromethane). Reaction conditions: time 18 hour. Product: CC=1C=CC(=NC1)C=1C=C(C(=O)O)C=C(C1)C1=NOC2(CCC2)C1 (3-(5-methylpyridin-2-yl)-5-(5-oxa-6-azaspiro[3.4]oct-6-en-7-yl)benzoic acid). Yield: 100.6%. RXN SMILES: [CH3:1][C:2]1[CH:3]=[CH:4][C:5]([C:8]2[CH:9]=[C:10]([CH:18]=[C:19]([C:21]3[CH2:28][C:24]4([CH2:27][CH2:26][CH2:25]4)[O:23][N:22]=3)[CH:20]=2)[C:11]([O:13]C(C)(C)C)=[O:12])=[N:6][CH:7]=1.Cl>ClCCl>[CH3:1][C:2]1[CH:3]=[CH:4][C:5]([C:8]2[CH:9]=[C:10]([CH:18]=[C:19]([C:21]3[CH2:28][C:24]4([CH2:25][CH2:26][CH2:27]4)[O:23][N:22]=3)[CH:20]=2)[C:11]([OH:13])=[O:12])=[N:6][CH:7]=1. Procedure details: To a solution of tert-butyl 3-(5-methylpyridin-2-yl)-5-(5-oxa-6-azaspiro[3.4]oct-6-en-7-yl)benzoate (1.27 g, 3.36 mmol) in dichloromethane (8 mL) was added hydrogen chloride (4.0 M in dioxane; 5.05 mL, 20.1 mmol). The reaction mixture was stirred at ambient temperature. After 18 h, the mixture was concentrated. Dichloromethane was added and the suspension was filtered. The solid cake was washed with dihchloromethane and dried under reduced pressure gave the title compound (1.09 g). MS 323.2 (M+1... Reactants: FC1=C(C(=CC(=C1)OC)F)C=1SC=C(N1)C(=O)O (2-(2,6-difluoro-4-methoxyphenyl)thiazole-4-carboxylic acid), FC1=C(C(=CC(=C1)O)F)B(O)O ((2,6-difluoro-4-hydroxyphenyl)boronic acid), BrC1=C(C=CC(=N1)C(=O)OC)F (methyl 6-bromo-5-fluoropicolinate). The product is FC1=C(C(=CC(=C1)O)F)C1=C(C=CC(=N1)C(=O)O)F (6-(2,6-difluoro-4-hydroxyphenyl)-5-fluoropicolinic acid). RXN SMILES: [F:1][C:2]1[CH:7]=[C:6]([O:8]C)[CH:5]=[C:4]([F:10])[C:3]=1[C:11]1S[CH:13]=[C:14]([C:16]([OH:18])=[O:17])[N:15]=1.[F:19][C:20]1C=C(O)C=C(F)[C:21]=1B(O)O.BrC1N=C(C(OC)=O)C=CC=1F>>[F:1][C:2]1[CH:7]=[C:6]([OH:8])[CH:5]=[C:4]([F:10])[C:3]=1[C:11]1[N:15]=[C:14]([C:16]([OH:18])=[O:17])[CH:13]=[CH:21][C:20]=1[F:19]. Reported procedure: Following the procedure of Intermediate 104, replacing 2,6-difluoro-4-methoxyphenylboronic acid with (2,6-difluoro-4-hydroxyphenyl)boronic acid and replacing methyl 2-bromothiazole-4-carboxylate with methyl 6-bromo-5-fluoropicolinate (see US2012/225062) gave the title compound.